This data is from the Open Reaction Database (ORD), a public repository of structured organic reaction records. The task is: describe an organic reaction: reactants, conditions, products, and yield The reactants are [H-].[Na+] (sodium hydride), off-white crystals, C(C1=CC=CC=C1)N1CC(C(C1)O)O (1-benzyl-3,4-dihydroxypyrrolidine), ClC=1C=C(C=CC1)F (m-chlorofluorobenzene). The solvent is CS(=O)C (dimethyl sulfoxide), CS(=O)C (dimethyl sulfoxide). Reaction conditions: temperature 95 celsius. The product is ClC=1C=C(O[C@@H]2[C@@H](CN(C2)CC2=CC=CC=C2)O)C=CC1 (Cis-4-(3-chlorophenoxy)-1-phenylmethyl-3-pyrrolidinol). As a reaction SMILES: [H-].[Na+].[CH2:3]([N:10]1[CH2:14][CH:13]([OH:15])[CH:12]([OH:16])[CH2:11]1)[C:4]1[CH:9]=[CH:8][CH:7]=[CH:6][CH:5]=1.[Cl:17][C:18]1[CH:19]=[C:20](F)[CH:21]=[CH:22][CH:23]=1>CS(C)=O>[Cl:17][C:18]1[CH:23]=[C:22]([CH:21]=[CH:20][CH:19]=1)[O:15][C@H:13]1[CH2:14][N:10]([CH2:3][C:4]2[CH:5]=[CH:6][CH:7]=[CH:8][CH:9]=2)[CH2:11][C@H:12]1[OH:16] |f:0.1|. Procedure details: A slurry of 1.2 g. (50 mmoles) of sodium hydride (2.1 g. of 57% oil dispersion, washed with ether to remove the oil) in 25 ml. of dimethyl sulfoxide was stirred while 9.6 g. (50 mmoles) of 1-benzyl-3,4-dihydroxypyrrolidine, cis isomer, in 25 ml. of dimethyl sulfoxide was added. The mixture was stirred at ambient temperature for one hr., then 50 ml. of dimethyl sulfoxide was added and the temperature was raised to 95° C. for 0.5 hr. Mechanical stirring of the thick slurry was necessary while 13 g... Reactants: CC(C)(C)OC(=O)C(C)(C)Cc1ccc(Br)cc1, [Li]C(C)(C)C, CN(C)C=O, CCCCC, C1CCOC1, O. Yields the product CC(C)(C)OC(=O)C(C)(C)Cc1ccc(C=O)cc1. Reaction SMILES: [Br:6][c:7]1[cH:8][cH:9][c:10]([CH2:13][C:14]([C:15](=[O:16])[O:17][C:18]([CH3:19])([CH3:20])[CH3:21])([CH3:22])[CH3:23])[cH:11][cH:12]1.[C:1]([Li:2])([CH3:3])([CH3:4])[CH3:5].[CH3:24][N:25]([CH:26]=[O:27])[CH3:28].[CH3:30][CH2:31][CH2:32][CH2:33][CH3:34].[O:35]1[CH2:36][CH2:37][CH2:38][CH2:39]1.[OH2:29]>>[c:7]1([CH:26]=[O:27])[cH:8][cH:9][c:10]([CH2:13][C:14]([C:15](=[O:16])[O:17][C:18]([CH3:19])([CH3:20])[CH3:21])([CH3:22])[CH3:23])[cH:11][cH:12]1.